Dataset: the Open Reaction Database (ORD), a public repository of structured organic reaction records. Task: describe an organic reaction: reactants, conditions, products, and yield The reactants are C1(CCCCC1)N1C(C2(CC1)CCN(CC2)C(=O)OCC2=CC=CC=C2)=O (benzyl 2-cyclohexyl-1-oxo-2,8-diazaspiro[4.5]decane-8-carboxylate). Reagents/catalysts: [Pd] (Pd/C). Run in CO (methanol). Reaction conditions: time 2 hour. The product is C1(CCCCC1)N1C(C2(CC1)CCNCC2)=O (2-cyclohexyl-2,8-diazaspiro[4.5]decan-1-one). Reaction SMILES: [CH:1]1([N:7]2[CH2:11][CH2:10][C:9]3([CH2:16][CH2:15][N:14](C(OCC4C=CC=CC=4)=O)[CH2:13][CH2:12]3)[C:8]2=[O:27])[CH2:6][CH2:5][CH2:4][CH2:3][CH2:2]1>CO.[Pd]>[CH:1]1([N:7]2[CH2:11][CH2:10][C:9]3([CH2:12][CH2:13][NH:14][CH2:15][CH2:16]3)[C:8]2=[O:27])[CH2:2][CH2:3][CH2:4][CH2:5][CH2:6]1. Reported procedure: Pd/C (100 mg) was added into a solution of benzyl 2-cyclohexyl-1-oxo-2,8-diazaspiro[4.5]decane-8-carboxylate (1.0 g, 0.0027 mol) in methanol (10 mL) under N2. The reaction mixture was stirred under an atmosphere of hydrogen for 2 hrs. The mixture was filtered. The filtrate was concentrated to give 2-cyclohexyl-2,8-diazaspiro[4.5]decan-1-one which was directly used in next step reaction without further purification. Reactants: ClCCl, Cc1cnc2c(c1)cc(C(O)CC1CCCC1)n2S(=O)(=O)c1ccccc1. Yields the product Cc1cnc2c(c1)cc(C(=O)CC1CCCC1)n2S(=O)(=O)c1ccccc1. As a reaction SMILES: [Cl:28][CH2:29][Cl:30].[c:1]1([S:7](=[O:8])(=[O:9])[n:10]2[c:11]([CH:20]([CH2:21][CH:22]3[CH2:23][CH2:24][CH2:25][CH2:26]3)[OH:27])[cH:12][c:13]3[c:14]2[n:15][cH:16][c:17]([CH3:19])[cH:18]3)[cH:2][cH:3][cH:4][cH:5][cH:6]1>>[c:1]1([S:7](=[O:8])(=[O:9])[n:10]2[c:11]([C:20]([CH2:21][CH:22]3[CH2:23][CH2:24][CH2:25][CH2:26]3)=[O:27])[cH:12][c:13]3[c:14]2[n:15][cH:16][c:17]([CH3:19])[cH:18]3)[cH:2][cH:3][cH:4][cH:5][cH:6]1. The reactants are O=C(Cl)CCCCCCl, Cc1ccccc1C, O=C1Nc2cccnc2Nc2ccccc21. The product is O=C1Nc2cccnc2N(C(=O)CCCCCCl)c2ccccc21. Reaction SMILES: [Cl:17][CH2:18][CH2:19][CH2:20][CH2:21][CH2:22][C:23](=[O:24])[Cl:25].[c:26]1([CH3:27])[c:28]([CH3:29])[cH:30][cH:31][cH:32][cH:33]1.[n:1]1[cH:2][cH:3][cH:4][c:5]2[c:6]1[NH:7][c:8]1[c:9]([cH:13][cH:14][cH:15][cH:16]1)[C:10](=[O:12])[NH:11]2>>[n:1]1[cH:2][cH:3][cH:4][c:5]2[c:6]1[N:7]([C:23]([CH2:22][CH2:21][CH2:20][CH2:19][CH2:18][Cl:17])=[O:24])[c:8]1[c:9]([cH:13][cH:14][cH:15][cH:16]1)[C:10](=[O:12])[NH:11]2. Starting materials: CCCCC, CC(C)=CC(O)C1=C(C)CCCC1(C)C, O=[Mn]=O. Product: CC(C)=CC(=O)C1=C(C)CCCC1(C)C. As a reaction SMILES: [CH3:19][CH2:20][CH2:21][CH2:22][CH3:23].[CH3:1][C:2]1=[C:3]([CH:10]([CH:11]=[C:12]([CH3:13])[CH3:14])[OH:15])[C:4]([CH3:8])([CH3:9])[CH2:5][CH2:6][CH2:7]1.[O:16]=[Mn:17]=[O:18]>>[CH3:1][C:2]1=[C:3]([C:10]([CH:11]=[C:12]([CH3:13])[CH3:14])=[O:15])[C:4]([CH3:8])([CH3:9])[CH2:5][CH2:6][CH2:7]1. Run in CO (MeOH). Conditions: time 8 hour. Procedure details: To a solution of N-(1-cyclopropyl-2,2-difluoroethyl)-2-methylpropane-2-sulfinamide (2.8 g, 12.4 mol) in MeOH (150 mL) was added dropwise 4 M HCl/dioxane (18.6 mL, 74.4 mmol). The mixture was stirred at room temperature overnight. The reaction mixture was concentrated under vacuum, and the solid was washed with Et2O, and dried to afford the title compound. 1H NMR (400 MHz, CD3OD) δ 6.25 (t, 1H); 2.90-3.00 (m, 1H); 1.02-1.12 (m, 1H); 0.78-0.82 (m, 2H); 0.58-0.68 (m, 2H). RXN SMILES: [CH:1]1([CH:4]([NH:8]S(C(C)(C)C)=O)[CH:5]([F:7])[F:6])[CH2:3][CH2:2]1.[ClH:15].O1CCOCC1>CO>[Cl-:15].[CH:1]1([CH:4]([NH3+:8])[CH:5]([F:7])[F:6])[CH2:3][CH2:2]1 |f:1.2,4.5|. Product: [Cl-].C1(CC1)C(C(F)F)[NH3+] (1-Cyclopropyl-2,2-difluoroethanaminium chloride). Starting materials: C1(CC1)C(C(F)F)NS(=O)C(C)(C)C (N-(1-cyclopropyl-2,2-difluoroethyl)-2-methylpropane-2-sulfinamide), Cl.O1CCOCC1 (HCl dioxane).